From a dataset of the Open Reaction Database (ORD), a public repository of structured organic reaction records. describe an organic reaction: reactants, conditions, products, and yield The reactants are C1CCOC1, Cl, [N-]=[N+]=NC1CCCc2cc(OS(=O)(=O)C(F)(F)F)ccc21, O, c1ccc(P(c2ccccc2)c2ccccc2)cc1. The product is NC1CCCc2cc(OS(=O)(=O)C(F)(F)F)ccc21. Reaction SMILES: [CH2:43]1[O:44][CH2:45][CH2:46][CH2:47]1.[ClH:42].[N:1](=[N+:2]=[N-:3])[CH:4]1[c:5]2[cH:6][cH:7][c:8]([O:14][S:15](=[O:16])(=[O:17])[C:18]([F:19])([F:20])[F:21])[cH:9][c:10]2[CH2:11][CH2:12][CH2:13]1.[OH2:41].[c:22]1([P:23]([c:24]2[cH:25][cH:26][cH:27][cH:28][cH:29]2)[c:30]2[cH:31][cH:32][cH:33][cH:34][cH:35]2)[cH:36][cH:37][cH:38][cH:39][cH:40]1>>[NH2:1][CH:4]1[c:5]2[cH:6][cH:7][c:8]([O:14][S:15](=[O:16])(=[O:17])[C:18]([F:19])([F:20])[F:21])[cH:9][c:10]2[CH2:11][CH2:12][CH2:13]1. The reactants are C(C)(C)(C)OC(NC1(CCC1)C1=CC=C(C=C1)C=1C(=CC2=C(OCC(N2)=S)N1)C1=CC=CC=C1)=O (tert-butyl(1-(4-(7-phenyl-2-thioxo-2,3-dihydro-1H-pyrido[2,3-b][1,4]oxazin-6-yl)phenyl)cyclobutyl)carbamate), NN (hydrazine), O (H2O). Solvent: C1CCOC1 (THF). Conditions: time 1.5 hour. Product: C(C)(C)(C)OC(NC1(CCC1)C1=CC=C(C=C1)C=1C(=CC2=C(OCC(N2)=NN)N1)C1=CC=CC=C1)=O (tert-butyl(1-(4-(2-hydrazono-7-phenyl-2,3-dihydro-1H-pyrido[2,3-b][1,4]oxazin-6-yl)phenyl)cyclobutyl)carbamate). RXN SMILES: [C:1]([O:5][C:6](=[O:35])[NH:7][C:8]1([C:12]2[CH:17]=[CH:16][C:15]([C:18]3[C:19]([C:29]4[CH:34]=[CH:33][CH:32]=[CH:31][CH:30]=4)=[CH:20][C:21]4[NH:26][C:25](=S)[CH2:24][O:23][C:22]=4[N:28]=3)=[CH:14][CH:13]=2)[CH2:11][CH2:10][CH2:9]1)([CH3:4])([CH3:3])[CH3:2].[NH2:36][NH2:37].O>C1COCC1>[C:1]([O:5][C:6](=[O:35])[NH:7][C:8]1([C:12]2[CH:17]=[CH:16][C:15]([C:18]3[C:19]([C:29]4[CH:34]=[CH:33][CH:32]=[CH:31][CH:30]=4)=[CH:20][C:21]4[NH:26][C:25](=[N:36][NH2:37])[CH2:24][O:23][C:22]=4[N:28]=3)=[CH:14][CH:13]=2)[CH2:11][CH2:10][CH2:9]1)([CH3:4])([CH3:3])[CH3:2]. Procedure details: To a solution of tert-butyl(1-(4-(7-phenyl-2-thioxo-2,3-dihydro-1H-pyrido[2,3-b][1,4]oxazin-6-yl)phenyl)cyclobutyl)carbamate (20 mg, 0.04 mmol) in THF (2 mL) was added hydrazine.H2O (10 μL, 0.20 mmol) under nitrogen. The resulting mixture was stirred at room temperature for 1.5 h. After cooled down to room temperature, the mixture was concentrated to dryness under reduced pressure to give the title compound which was used directly in the next step without any purification. Starting materials: CCOC(=O)c1ccc(O)cc1, CC(=O)O, CO, N. Yields the product NC(=O)c1ccc(O)cc1. RXN SMILES: [CH2:1]([O:3][C:4](=[O:2])[c:5]1[cH:6][cH:7][c:8]([OH:11])[cH:9][cH:10]1)[CH3:12].[CH3:13][C:14](=[O:15])[OH:16].[CH3:18][OH:19].[NH3:17]>>[O:3]=[C:4]([c:5]1[cH:6][cH:7][c:8]([OH:11])[cH:9][cH:10]1)[NH2:17]. The reactants are CC(C)O, COc1cc2ncnc(Cl)c2cc1OC, Cl, Nc1cc(O)ccc1F. Yields the product Cl, COc1cc2ncnc(Nc3cc(O)ccc3F)c2cc1OC. Reaction SMILES: [CH:26]([OH:27])([CH3:28])[CH3:29].[Cl:2][c:3]1[n:4][cH:5][n:6][c:7]2[cH:8][c:9]([O:15][CH3:16])[c:10]([O:13][CH3:14])[cH:11][c:12]12.[ClH:1].[F:17][c:18]1[c:19]([NH2:20])[cH:21][c:22]([OH:25])[cH:23][cH:24]1>>[ClH:2].[c:3]1([NH:20][c:19]2[c:18]([F:17])[cH:24][cH:23][c:22]([OH:25])[cH:21]2)[n:4][cH:5][n:6][c:7]2[cH:8][c:9]([O:15][CH3:16])[c:10]([O:13][CH3:14])[cH:11][c:12]12.